Dataset: the Open Reaction Database (ORD), a public repository of structured organic reaction records. Task: describe an organic reaction: reactants, conditions, products, and yield Reactants: COC=1C=C(C=CC1O)/C=C/C=O (coniferyl aldehyde), C(C1=CC(OC)=C(O)C=C1)(=O)O (vanillic acid), C=1(C(O)=CC=C(CC=C)C1)OC (eugenol). Product: C(\C=C\C1=CC(OC)=C(O)C=C1)O (Coniferyl Alcohol). Reaction SMILES: [CH3:1][O:2][C:3]1[CH:4]=[C:5](/[CH:10]=[CH:11]/[CH:12]=[O:13])[CH:6]=[CH:7][C:8]=1[OH:9].C(O)(=O)C1C=CC(O)=C(OC)C=1.C1(OC)C(=CC=C(C=1)CC=C)O>>[CH2:12]([OH:13])/[CH:11]=[CH:10]/[C:5]1[CH:6]=[CH:7][C:8]([OH:9])=[C:3]([O:2][CH3:1])[CH:4]=1. Reported procedure: The yield of coniferyl alcohol was 3226 ppm. This corresponds to 43.5% of theory. In addition, a further 1738 ppm (25% of theory) of ferulic acid were also obtained, as well as 12 ppm of coniferyl aldehyde and 8 ppm of vanillic acid. At the end of the process, 496 ppm (7.3%) of unreacted eugenol were still present. Reactants: Cl.Cl.N1(CCC1)CC1CCNCC1 (4-(Azetidin-1-ylmethyl)piperidine dihydrochloride), ClC(=O)OC1=CC=CC=C1 (phenyl chloroformate), FC1=C(OC2=CC(=NC=N2)N)C=CC(=C1)[N+](=O)[O-] (6-(2-Fluoro-4-nitrophenoxy)pyrimidin-4-ylamine). The solvent is C(C)N(CC)CC (triethylamine), C(C)N(CC)CC (triethylamine), O1CCCC1 (tetrahydrofuran), CN(C=O)C (N,N-dimethylformamide). Run at time 30 minute. Product: crude product, FC1=C(OC2=CC(=NC=N2)NC(=O)N2CCC(CC2)CN2CCC2)C=CC(=C1)[N+](=O)[O-] (4-(Azetidin-1-ylmethyl)piperidine-1-carboxylic acid [6-(2-fluoro-4-nitrophenoxy)pyrimidin-4-yl]amide). Reaction SMILES: [F:1][C:2]1[CH:15]=[C:14]([N+:16]([O-:18])=[O:17])[CH:13]=[CH:12][C:3]=1[O:4][C:5]1[N:10]=[CH:9][N:8]=[C:7]([NH2:11])[CH:6]=1.Cl[C:20](OC1C=CC=CC=1)=[O:21].Cl.Cl.[N:31]1([CH2:35][CH:36]2[CH2:41][CH2:40][NH:39][CH2:38][CH2:37]2)[CH2:34][CH2:33][CH2:32]1>O1CCCC1.C(N(CC)CC)C.CN(C)C=O>[F:1][C:2]1[CH:15]=[C:14]([N+:16]([O-:18])=[O:17])[CH:13]=[CH:12][C:3]=1[O:4][C:5]1[N:10]=[CH:9][N:8]=[C:7]([NH:11][C:20]([N:39]2[CH2:40][CH2:41][CH:36]([CH2:35][N:31]3[CH2:34][CH2:33][CH2:32]3)[CH2:37][CH2:38]2)=[O:21])[CH:6]=1 |f:2.3.4|. Reported procedure: 6-(2-Fluoro-4-nitrophenoxy)pyrimidin-4-ylamine (200 mg) was dissolved in tetrahydrofuran (8 ml) under a nitrogen atmosphere, and then triethylamine (0.335 ml) and phenyl chloroformate (0.300 ml) were added thereto while cooling in an ice water bath, followed by warming to room temperature and stirring for 30 min. The reaction mixture was partitioned between ethyl acetate (50 ml) and a saturated aqueous solution of sodium hydrogencarbonate (30 ml). The organic layer was washed with a saturated aq... As a reaction SMILES: [N:1]1[CH:6]=[CH:5][CH:4]=[C:3]([CH:7]([C:15]2[S:16][CH:17]=[CH:18][CH:19]=2)[O:8][CH:9]2[CH2:14][CH2:13][NH:12][CH2:11][CH2:10]2)[CH:2]=1.Cl[CH2:21][CH2:22][CH2:23][O:24][C:25]1[CH:30]=[CH:29][CH:28]=[CH:27][C:26]=1[N+:31]([O-:33])=[O:32]>>[N:1]1[CH:6]=[CH:5][CH:4]=[C:3]([CH:7]([C:15]2[S:16][CH:17]=[CH:18][CH:19]=2)[O:8][CH:9]2[CH2:14][CH2:13][N:12]([CH2:21][CH2:22][CH2:23][O:24][C:25]3[CH:30]=[CH:29][CH:28]=[CH:27][C:26]=3[N+:31]([O-:33])=[O:32])[CH2:11][CH2:10]2)[CH:2]=1. Procedure: The procedure of Example 24 (a) was repeated except for using 4-[(3-pyridyl)-2-thienylmethoxy]piperidine and 1-chloro-3-(2-nitrophenoxy)propane instead of 4-[(2-chlorophenyl)-phenylmethoxy]piperidine and 1-chloro-3-(2-nitrophenoxy)propane to give oily 4-[(3-pyridyl)-2-thienylmethoxy]-1-[3-(2-nitrophenoxy)propyl]piperidine. Reactants: ( a ), ClCCCOC1=C(C=CC=C1)[N+](=O)[O-] (1-chloro-3-(2-nitrophenoxy)propane), N1=CC(=CC=C1)C(OC1CCNCC1)C=1SC=CC1 (4-[(3-pyridyl)-2-thienylmethoxy]piperidine), ClCCCOC1=C(C=CC=C1)[N+](=O)[O-] (1-chloro-3-(2-nitrophenoxy)propane). The product is N1=CC(=CC=C1)C(OC1CCN(CC1)CCCOC1=C(C=CC=C1)[N+](=O)[O-])C=1SC=CC1 (4-[(3-pyridyl)-2-thienylmethoxy]-1-[3-(2-nitrophenoxy)propyl]piperidine). The reactants are Cl (hydrochloric acid), Cl.N1=C(C=CC=C1)C(N)=S (pyridine-2-carbothioamide hydrochloride), C([O-])([O-])=O.[Ca+2] (calcium carbonate), BrC(C(=O)C1=CC=CC2=CC=CC=C12)C1=CC=CC=C1 (2-bromo-1-(1-naphthyl)-2-phenylethanone). Solvent: CC(C)O (2-propanol). Product: C1(=CC=CC2=CC=CC=C12)C=1N=C(SC1C1=CC=CC=C1)C1=NC=CC=C1 (2-[4-(1-naphthyl)-5-phenyl-1,3-thiazol-2-yl]pyridine). Reaction SMILES: Cl.[N:2]1[CH:7]=[CH:6][CH:5]=[CH:4][C:3]=1[C:8](=[S:10])[NH2:9].C(=O)([O-])[O-].[Ca+2].Br[CH:17]([C:30]1[CH:35]=[CH:34][CH:33]=[CH:32][CH:31]=1)[C:18]([C:20]1[C:29]2[C:24](=[CH:25][CH:26]=[CH:27][CH:28]=2)[CH:23]=[CH:22][CH:21]=1)=O.Cl>CC(O)C>[C:20]1([C:18]2[N:9]=[C:8]([C:3]3[CH:4]=[CH:5][CH:6]=[CH:7][N:2]=3)[S:10][C:17]=2[C:30]2[CH:35]=[CH:34][CH:33]=[CH:32][CH:31]=2)[C:29]2[C:24](=[CH:25][CH:26]=[CH:27][CH:28]=2)[CH:23]=[CH:22][CH:21]=1 |f:0.1,2.3|. Reported procedure: A 183 mg portion of pyridine-2-carbothioamide hydrochloride and 209 mg of calcium carbonate were added at room temperature to a 2-propanol solution (20 ml) of 340 mg of 2-bromo-1-(1-naphthyl)-2-phenylethanone and heated overnight under reflux. The reaction liquid was acidified by adding 1 M hydrochloric acid and then extracted with ethyl acetate. The organic layer was washed with saturated brine, dried with anhydrous sodium sulfate and then concentrated under a reduced pressure. The thus obtaine... Starting materials: CCOC(=O)C(CCC1CCC(c2cc(F)ccc2F)(S(=O)(=O)c2ccc(Cl)cc2)CC1)S(C)(=O)=O, Cl, [Li+], C1CCOC1, [OH-], O. Yields the product CS(=O)(=O)C(CCC1CCC(c2cc(F)ccc2F)(S(=O)(=O)c2ccc(Cl)cc2)CC1)C(=O)O. Reaction SMILES: [CH2:3]([CH3:4])[O:5][C:6]([CH:7]([CH2:8][CH2:9][CH:10]1[CH2:11][CH2:12][C:13]([c:16]2[c:17]([F:23])[cH:18][cH:19][c:20]([F:22])[cH:21]2)([S:24](=[O:25])(=[O:26])[c:27]2[cH:28][cH:29][c:30]([Cl:33])[cH:31][cH:32]2)[CH2:14][CH2:15]1)[S:34](=[O:35])(=[O:36])[CH3:37])=[O:38].[ClH:39].[Li+:1].[O:41]1[CH2:42][CH2:43][CH2:44][CH2:45]1.[OH-:2].[OH2:40]>>[O:5]=[C:6]([CH:7]([CH2:8][CH2:9][CH:10]1[CH2:11][CH2:12][C:13]([c:16]2[c:17]([F:23])[cH:18][cH:19][c:20]([F:22])[cH:21]2)([S:24](=[O:25])(=[O:26])[c:27]2[cH:28][cH:29][c:30]([Cl:33])[cH:31][cH:32]2)[CH2:14][CH2:15]1)[S:34](=[O:35])(=[O:36])[CH3:37])[OH:38].